This data is from the Open Reaction Database (ORD), a public repository of structured organic reaction records. The task is: describe an organic reaction: reactants, conditions, products, and yield Starting materials: CSC1=CC=C(C=C1)S(=O)(=O)Cl (4-methylthio-benzenesulphonyl chloride), solution, C(CCC)[Li] (n-butyllithium), N1C(CCC1)=O (2-pyrrolidinone). Solvent: O1CCCC1 (tetrahydrofuran), CCCCCC (n-hexane), O1CCCC1 (tetrahydrofuran). Conditions: temperature -30 celsius, time 30 minute. The product is CSC1=CC=C(C=C1)S(=O)(=O)N1C(CCC1)=O (1-[4-(methylthio)benzenesulphonyl]-2-pyrrolidinone). Isolated yield 52.0%. As a reaction SMILES: C([Li])CCC.[NH:6]1[CH2:10][CH2:9][CH2:8][C:7]1=[O:11].[CH3:12][S:13][C:14]1[CH:19]=[CH:18][C:17]([S:20](Cl)(=[O:22])=[O:21])=[CH:16][CH:15]=1>CCCCCC.O1CCCC1>[CH3:12][S:13][C:14]1[CH:15]=[CH:16][C:17]([S:20]([N:6]2[CH2:10][CH2:9][CH2:8][C:7]2=[O:11])(=[O:22])=[O:21])=[CH:18][CH:19]=1. Procedure: 16.95 cm3 of a 1.6M solution of n-butyllithium in n-hexane is added drop by drop to 2.29 g of 2-pyrrolidinone in solution in 160 cm3 of anhydrous tetrahydrofuran cooled to -30° C., maintaining the temperature at -30° C. After agitation for 30 minutes, the mixture is poured drop by drop into a solution containing 6 g of 4-methylthio-benzenesulphonyl chloride [J. Chem. Soc. (1948) 604] in 10 cm3 of tetrahydrofuran, operating between -30° and -25° C. The whole is left to return to ambient temperatu... RXN SMILES: Br[C:2]1[CH:3]=[CH:4][C:5]2[C:9]3[CH:10]=[CH:11][C:12]([CH2:14][O:15][Si:16]([C:19]([CH3:22])([CH3:21])[CH3:20])([CH3:18])[CH3:17])=[CH:13][C:8]=3[O:7][C:6]=2[CH:23]=1.C([Li])(C)(C)C.CCCCC.[CH3:34][Sn:35](Cl)([CH3:37])[CH3:36]>C1COCC1.C(Cl)Cl.CCOCC>[CH3:34][Sn:35]([CH3:37])([CH3:36])[C:2]1[CH:3]=[CH:4][C:5]2[C:9]3[CH:10]=[CH:11][C:12]([CH2:14][O:15][Si:16]([C:19]([CH3:22])([CH3:21])[CH3:20])([CH3:18])[CH3:17])=[CH:13][C:8]=3[O:7][C:6]=2[CH:23]=1. Solvent: CCOCC (ether), C1CCOC1 (THF), hexanes, C(Cl)Cl (methylene chloride). Run at time 100 minute. Product: C[Sn](C=1C=CC2=C(OC3=C2C=CC(=C3)CO[Si](C)(C)C(C)(C)C)C1)(C)C (3-(Trimethylstannyl)-7-(t-butyldimethylsilyloxymethyl)dibenzofuran). Starting materials: BrC=1C=CC2=C(OC3=C2C=CC(=C3)CO[Si](C)(C)C(C)(C)C)C1 (3-Bromo-7-(t-butyldimethylsilyloxymethyl)-dibenzofuran), C(C)(C)(C)[Li] (t-butyllithium), CCCCC (pentane), C[Sn](C)(C)Cl (trimethyltin chloride). Reported procedure: To a solution of the dibenzofuran 10 (995 mg, 2.5 mmol) in anhydrous THF (25 mL) at -78° C. under a nitrogen atmosphere was added a 1.7M t-butyllithium in pentane solution (3.0 mL, 5.1 mmol). The resulting yellow solution was stirred for 100 min., then trimethyltin chloride (548 mg, 2.75 mmol) was added as a solid. The mixture was allowed to warm to ambient temperature and then stirred for 3 hours. The reaction mixture was then poured into ether and the organic solution was washed with water (3 ... The yield is 68.6%. Starting materials: [H-].[Na+] (sodium hydride), C1(=CC=C(C=C1)C[C@@H]1CCC(N1CC1=CC=C(C=C1)OC)=O)C1=CC=CC=C1 ((S)-5-biphenyl-4-ylmethyl-1-(4-methoxy-benzyl)-pyrrolidin-2-one), CN1CCCN(C1=O)C (DMPU), COC(C1=CC=CC=C1)=O (benzoic acid methyl ester), [Cl-].[NH4+] (ammonium chloride). Solvent: CN(C=O)C (dimethylformamide), C(C)(=O)OCC (ethyl acetate). Run at temperature 20 celsius. Yields the product C(C1=CC=CC=C1)(=O)[C@@H]1C(N(C(C1)CC1=CC=C(C=C1)C1=CC=CC=C1)CN1CCCC1)=O ((R/S)-3-Benzoyl-(R)-5-biphenyl-4-ylmethyl-1-pyrrolidin-1-ylmethyl-pyrrolidin-2-one). RXN SMILES: [C:1]1([C:23]2[CH:28]=[CH:27][CH:26]=[CH:25][CH:24]=2)[CH:6]=[CH:5][C:4]([CH2:7][C@H:8]2N(CC3C=CC(OC)=CC=3)[C:11](=[O:22])[CH2:10][CH2:9]2)=[CH:3][CH:2]=1.CN1[C:35](=O)[N:34]([CH3:37])[CH2:33][CH2:32][CH2:31]1.CO[C:40](=[O:47])[C:41]1[CH:46]=[CH:45][CH:44]=[CH:43][CH:42]=1.[H-].[Na+].[Cl-].[NH4+:51]>CN(C)C=O.C(OCC)(=O)C>[C:40]([C@H:10]1[CH2:9][CH:8]([CH2:7][C:4]2[CH:3]=[CH:2][C:1]([C:23]3[CH:24]=[CH:25][CH:26]=[CH:27][CH:28]=3)=[CH:6][CH:5]=2)[N:51]([CH2:35][N:34]2[CH2:33][CH2:32][CH2:31][CH2:37]2)[C:11]1=[O:22])(=[O:47])[C:41]1[CH:42]=[CH:43][CH:44]=[CH:45][CH:46]=1 |f:3.4,5.6|. Reported procedure: Under N2, the mixture of (S)-5-biphenyl-4-ylmethyl-1-pyrrolidin-1-ylmethylpyrrolidin-2-one (3a, R1=pyrrolidinylmethyl) (1.34 g, 4 mmol), DMPU (0.56 g, 4.4 mmol) and benzoic acid methyl ester (0.6 g, 4.4 mmol) in 4 mL dimethylformamide is stirring at 20° C., sodium hydride (55% in mineral oil, 0.23 g, 5.2 mmol) is added, and stirred for 3 hours at 110° C. the reaction mixture is diluted with 5 mL saturated aqueous ammonium chloride solution and 10 mL ethyl acetate, stirred for 15 min, stop stirri...